The task is: describe an organic reaction: reactants, conditions, products, and yield. This data is from the Open Reaction Database (ORD), a public repository of structured organic reaction records. The reactants are CN(C=O)C (Dimethyl formamide), C1(=CC=CC=C1)[C@H](C)N ((S)-1-phenylethanamine), C(C1=CC=CC=C1)O[C@H](C(=O)O)C ((S)-2-(benzyloxy)propanoic acid), 10, S(=O)(Cl)Cl (Thionyl chloride). Solvent: CO (methanol). Conditions: temperature 5 celsius, time 1 hour. The product is C(C1=CC=CC=C1)O[C@H](C(=O)OC)C ((S)-methyl 2-(benzyloxy)propanoate). As a reaction SMILES: CN(C)[CH:3]=[O:4].C1([C@@H](N)C)C=CC=CC=1.[CH2:15]([O:22][C@@H:23]([CH3:27])[C:24](O)=[O:25])[C:16]1[CH:21]=[CH:20][CH:19]=[CH:18][CH:17]=1.S(Cl)(Cl)=O>CO>[CH2:15]([O:22][C@@H:23]([CH3:27])[C:24]([O:4][CH3:3])=[O:25])[C:16]1[CH:21]=[CH:20][CH:19]=[CH:18][CH:17]=1. Procedure details: Dimethyl formamide (0.5 ml) was added to a mixture of (S)-1-phenylethanamine salt of (S)-2-(benzyloxy)propanoic acid compound of formula-13a obtained in step-c) of above examples-9 &. 10 (200 g) and methanol (600 ml) and the reaction mixture was cooled to 0-5° C. Thionyl chloride (58.4 ml) was slowly added to the reaction mixture at 0-5° C. over a period of 1 hour and stirred for 1 hour at 0-10° C. After completion of the reaction, the reaction mixture was quenched with water and extracted with ... Starting materials: C(C)C=1C=C2C(C(NC2=CC1)=O)=O (5-Ethylisatin), S(O)(O)(=O)=O (sulfuric acid), C(C)(=O)O (acetic acid), OO (hydrogen peroxide). Yields the product C(C)C=1C=CC=C2C1C(=O)OC(N2)=O (6-ethylisatoic anhydride). As a reaction SMILES: C([C:3]1[CH:4]=[C:5]2[C:9](=[CH:10][CH:11]=1)[NH:8][C:7](=[O:12])[C:6]2=O)C.S(=O)(=O)(O)O.OO.[C:21]([OH:24])(=[O:23])[CH3:22]>>[CH2:5]([C:4]1[CH:3]=[CH:11][CH:10]=[C:9]2[NH:8][C:7](=[O:12])[O:24][C:21](=[O:23])[C:22]=12)[CH3:6]. Reported procedure: 5-Ethylisatin (70 g), acetic acid (200 ml) and concentrated sulfuric acid (0.8 ml) were charged in a 500 ml two-necked flask, followed by stirring at room temperature. Then, 50 ml of aqueous 30% hydrogen peroxide was added dropwise and, after stirring at 60° to 65° C. for additional one hour, the mixture was cooled. The deposited solid was filtered, washed with water and dried under vacuum to obtain 6-ethylisatoic anhydride. Crude yield: 35 g Product: ClC1C2=C(OCC3=C1C=CC=C3)C=C(C=C2)F (11-chloro-3-fluoro-6,11-dihydrodibenz[b,e]oxepin). Reactants: FC=1C=CC2=C(OCC3=C(C2O)C=CC=C3)C1 (3-fluoro-6,11-dihydrodibenz[b,e]oxepin-11-ol), S(=O)(Cl)Cl (thionyl chloride). RXN SMILES: [F:1][C:2]1[CH:3]=[CH:4][C:5]2[CH:11](O)[C:10]3[CH:13]=[CH:14][CH:15]=[CH:16][C:9]=3[CH2:8][O:7][C:6]=2[CH:17]=1.S(Cl)([Cl:20])=O>C(Cl)Cl>[Cl:20][CH:11]1[C:10]2[CH:13]=[CH:14][CH:15]=[CH:16][C:9]=2[CH2:8][O:7][C:6]2[CH:17]=[C:2]([F:1])[CH:3]=[CH:4][C:5]1=2. Run in C(Cl)Cl (methylene chloride), C(Cl)Cl (methylene chloride). Reported procedure: To a solution of 1.5 g of 3-fluoro-6,11-dihydrodibenz[b,e]oxepin-11-ol in 20 ml of methylene chloride is added dropwise a solution of 1.6 g of thionyl chloride in 10 ml of methylene chloride under ice cooling over 30 minutes and then the mixture is stirred at room temperature for 1 hour. The reaction mixture is concentrated at room temperature under reduced pressure to give 1.5 g of 11-chloro-3-fluoro-6,11-dihydrodibenz[b,e]oxepin (oil). Mass spectrum m/z: 248(M+) Run at time 1 hour. Yield: 92.6%. The reactants are Cl.C(C1=CC=CC=C1)OC=1C(=NC(=NC1C)CC1CCNCC1)C(=O)NCC(=O)OC(C)(C)C (tert-butyl ({[5-(benzyloxy)-6-methyl-2-(piperidin-4-ylmethyl)pyrimidin-4-yl]carbonyl}amino)acetate hydrochloride), BrC1=CC=C(CC2=C(C(=O)OCC)C=CC=C2)C=C1 (ethyl 2-(4-bromobenzyl)benzoate). Product: C(C1=CC=CC=C1)OC=1C(=NC(=NC1C)CC1CCN(CC1)C1=CC=C(CC2=C(C(=O)OCC)C=CC=C2)C=C1)C(NCC(=O)OC(C)(C)C)=O (Ethyl 2-{4-[4-({5-(benzyloxy)-4-[(2-tert-butoxy-2-oxoethyl)carbamoyl]-6-methylpyrimidin-2-yl}methyl)piperidin-1-yl]benzyl}benzoate). The yield is 72.0%. RXN SMILES: Cl.[CH2:2]([O:9][C:10]1[C:11]([C:24]([NH:26][CH2:27][C:28]([O:30][C:31]([CH3:34])([CH3:33])[CH3:32])=[O:29])=[O:25])=[N:12][C:13]([CH2:17][CH:18]2[CH2:23][CH2:22][NH:21][CH2:20][CH2:19]2)=[N:14][C:15]=1[CH3:16])[C:3]1[CH:8]=[CH:7][CH:6]=[CH:5][CH:4]=1.Br[C:36]1[CH:53]=[CH:52][C:39]([CH2:40][C:41]2[CH:51]=[CH:50][CH:49]=[CH:48][C:42]=2[C:43]([O:45][CH2:46][CH3:47])=[O:44])=[CH:38][CH:37]=1>>[CH2:2]([O:9][C:10]1[C:11]([C:24](=[O:25])[NH:26][CH2:27][C:28]([O:30][C:31]([CH3:34])([CH3:33])[CH3:32])=[O:29])=[N:12][C:13]([CH2:17][CH:18]2[CH2:19][CH2:20][N:21]([C:36]3[CH:53]=[CH:52][C:39]([CH2:40][C:41]4[CH:51]=[CH:50][CH:49]=[CH:48][C:42]=4[C:43]([O:45][CH2:46][CH3:47])=[O:44])=[CH:38][CH:37]=3)[CH2:22][CH2:23]2)=[N:14][C:15]=1[CH3:16])[C:3]1[CH:8]=[CH:7][CH:6]=[CH:5][CH:4]=1 |f:0.1|. Procedure: In accordance with Example 1-(9), but using tert-butyl ({[5-(benzyloxy)-6-methyl-2-(piperidin-4-ylmethyl)pyrimidin-4-yl]carbonyl}amino)acetate hydrochloride instead of tert-butyl 5-(benzyloxy)-6-methyl-2-(piperidin-4-ylmethyl)pyrimidine-4-carboxylate hydrochloride, and ethyl 2-(4-bromobenzyl)benzoate instead of [(4′-bromobiphenyl-4-yl)methoxy](tert-butyl)dimethylsilane, the title compound (yield 72%) was afforded as a white solid. Reactants: C(C1=CC=CC=C1)(=O)OC1=CC(=C(C(=O)N2[C@H](CCCC2)C(=O)OC)C=C1OC)[N+](=O)[O-] ((R)-Methyl 1-(4-(benzoyloxy)-5-methoxy-2-nitrobenzoyl)piperidine-2-carboxylate), CC(C)C[AlH]CC(C)C (DIBAL). Run in C(Cl)Cl.C1=CC=CC=C1 (DCM benzene), C1(=CC=CC=C1)C (toluene). Run at temperature -78 celsius, time 1 hour. The product is C(C1=CC=CC=C1)OC1=CC(=C(C(=O)N2[C@H](CCCC2)C=O)C=C1OC)[N+](=O)[O-] ((R)-1-(4-(benzyloxy)-5-methoxy-2-nitrobenzoyl)piperidine-2-carbaldehyde). Isolated yield 109.0%. Reaction SMILES: [C:1]([O:9][C:10]1[C:27]([O:28][CH3:29])=[CH:26][C:13]([C:14]([N:16]2[CH2:21][CH2:20][CH2:19][CH2:18][C@@H:17]2[C:22](OC)=[O:23])=[O:15])=[C:12]([N+:30]([O-:32])=[O:31])[CH:11]=1)(=O)[C:2]1[CH:7]=[CH:6][CH:5]=[CH:4][CH:3]=1.CC(C[AlH]CC(C)C)C>C(Cl)Cl.C1C=CC=CC=1.C1(C)C=CC=CC=1>[CH2:1]([O:9][C:10]1[C:27]([O:28][CH3:29])=[CH:26][C:13]([C:14]([N:16]2[CH2:21][CH2:20][CH2:19][CH2:18][C@@H:17]2[CH:22]=[O:23])=[O:15])=[C:12]([N+:30]([O-:32])=[O:31])[CH:11]=1)[C:2]1[CH:3]=[CH:4][CH:5]=[CH:6][CH:7]=1 |f:2.3|. Procedure: (R)-Methyl 1-(4-(benzoyloxy)-5-methoxy-2-nitrobenzoyl)piperidine-2-carboxylate (1.50 g, 3.50 mmol) in 30 ml of 1:1 DCM/benzene at −78° C. was added 7.5 ml of 1.0 M DIBAL in toluene under Ar in 10 min. The mixture was stirred at −78° C. for 1 hr and the reaction was quenched with 0.5 ml of methanol. The mixture was diluted with 150 ml of EtAc and 100 ml of 0.2 M HCl. The organic solvent layer was separated and was separated and the aqueous layer was extracted with EtOAc (3×80 ml). The organics we... Starting materials: CNCCNC (dimethylethylenediamine), COC(=O)C=1C=NC2=CC=C(C=C2C1OC)\C=C/1\C(N=C(S1)N[C@H]1[C@@H](C1)C1=CC=CC=C1)=O (4-methoxy-6-[4-oxo-2-((1R,2S)-2-phenyl-cyclopropylamino)-4H-thiazol-(5Z)-ylidenemethyl]-quinoline-3-carboxylic acid methyl ester), C(Cl)(Cl)Cl (chloroform), Cl (hydrochloride). Conditions: temperature 120 celsius, time 3 hour. The product is CN(CCNC(=O)C=1C=NC2=CC=C(C=C2C1OC)\C=C/1\C(N=C(S1)N[C@H]1[C@@H](C1)C1=CC=CC=C1)=O)C (4-methoxy-6-[4-oxo-2-((1R,2S)-2-phenyl-cyclopropylamino)-4H-thiazol-(5Z)-ylidenemethyl]-quinoline-3-carboxylic acid (2-dimethylamino-ethyl)-amide). Reaction SMILES: CO[C:3]([C:5]1[CH:6]=[N:7][C:8]2[C:13]([C:14]=1[O:15][CH3:16])=[CH:12][C:11](/[CH:17]=[C:18]1/[C:19](=[O:33])[N:20]=[C:21]([NH:23][C@@H:24]3[CH2:26][C@H:25]3[C:27]3[CH:32]=[CH:31][CH:30]=[CH:29][CH:28]=3)[S:22]/1)=[CH:10][CH:9]=2)=[O:4].C[NH:35][CH2:36][CH2:37][NH:38][CH3:39].Cl.[CH:41](Cl)(Cl)Cl>>[CH3:41][N:38]([CH3:39])[CH2:37][CH2:36][NH:35][C:3]([C:5]1[CH:6]=[N:7][C:8]2[C:13]([C:14]=1[O:15][CH3:16])=[CH:12][C:11](/[CH:17]=[C:18]1/[C:19](=[O:33])[N:20]=[C:21]([NH:23][C@@H:24]3[CH2:26][C@H:25]3[C:27]3[CH:28]=[CH:29][CH:30]=[CH:31][CH:32]=3)[S:22]/1)=[CH:10][CH:9]=2)=[O:4]. Procedure: To the suspension of 4-methoxy-6-[4-oxo-2-((1R,2S)-2-phenyl-cyclopropylamino)-4H-thiazol-(5Z)-ylidenemethyl]-quinoline-3-carboxylic acid methyl ester (example 1) (50 mg, 0.11 mmol) in chloroform (5 mL) was added dimethylethylenediamine (0.048 mL, 0.44 mmol). The mixture was stirring at 120° C. for 3 h. After cooling, the solid was collected by filtration and washed with methylenechloride. The solid was dissolved in acetonitrile and 1N hydrochloride acid (0.22 mL, 0.22 mmol) was added. The result... Reactants: C(C)(=O)O[C@@H]1[C@H]([C@H](OCC[Si](C)(C)C)O[C@@H]([C@@H]1OC(C)=O)COC(C)=O)N=[N+]=[N-] (2-(Trimethylsilyl)ethyl 3,4,6-tri-O-acetyl-2-azido-2-deoxy-β-D-galactopyranoside). The solvent is C[O-].[Na+] (NaOMe). The product is N(=[N+]=[N-])[C@H]1[C@H](OCC[Si](C)(C)C)O[C@@H]([C@@H]([C@@H]1O)O)CO (2-(Trimethylsilyl)ethyl 2-azido-2-deoxy-β-D-galactopyranoside). Yield: 93.9%. Reaction SMILES: C([O:4][C@H:5]1[C@@H:17]([O:18]C(=O)C)[C@@H:16]([CH2:22][O:23]C(=O)C)[O:15][C@@H:7]([O:8][CH2:9][CH2:10][Si:11]([CH3:14])([CH3:13])[CH3:12])[C@@H:6]1[N:27]=[N+:28]=[N-:29])(=O)C>C[O-].[Na+]>[N:27]([C@@H:6]1[C@@H:5]([OH:4])[C@@H:17]([OH:18])[C@@H:16]([CH2:22][OH:23])[O:15][C@H:7]1[O:8][CH2:9][CH2:10][Si:11]([CH3:13])([CH3:14])[CH3:12])=[N+:28]=[N-:29] |f:1.2|. Reported procedure: Compound 23 (4.88 g, 11.3 mmol) was stirred in methanolic NaOMe (0.04M, 50 ml) for 90 min. The mixture was decationised with Amberlite IR-120(H+) resin, filtered and evaporated to dryness to give 24 (3.24 g, 94%), [α]D25 +8.5° (c 0.8, MeOH), m.p. 158°-161° C. (ether-heptane). Reactants: FC(C(=O)O)(F)F (Trifluoroacetic acid), B1(OO1)[O-].O.O.O.O.[Na+] (sodium perborate tetrahydrate), NC1=C(C(=C(C(=O)OC)C=C1F)F)C (methyl 4-amino-2,5-difluoro-3-methylbenzoate). Run in C(C)(=O)O (acetic acid). Run at temperature 60 celsius, time 24 hour. Yields the product FC1=C(C(=O)OC)C=C(C(=C1C)[N+](=O)[O-])F (Methyl 2,5-Difluoro-3-methyl-4-nitrobenzoate). The yield is 70.8%. RXN SMILES: FC(F)(F)C(O)=O.B1([O-])OO1.[OH2:12].[OH2:13].O.O.[Na+].[NH2:17][C:18]1[C:27]([F:28])=[CH:26][C:21]([C:22]([O:24][CH3:25])=[O:23])=[C:20]([F:29])[C:19]=1[CH3:30]>C(O)(=O)C>[F:29][C:20]1[C:19]([CH3:30])=[C:18]([N+:17]([O-:13])=[O:12])[C:27]([F:28])=[CH:26][C:21]=1[C:22]([O:24][CH3:25])=[O:23] |f:1.2.3.4.5.6|. Reported procedure: Trifluoroacetic acid (50 ml), acetic acid (50 ml) and sodium perborate tetrahydrate (26.6 g) were added to methyl 4-amino-2,5-difluoro-3-methylbenzoate (7.5 g), and the mixture was stirred at 60° C. for 24 hours. Impurities in the reaction mixture was removed by filtration, chloroform was added to the resultant filtrate, and the resultant mixture was washed with water. After an organic layer was dried over anhydrous magnesium sulfate, the solvent was distilled off under reduced pressure to obtai... Reactants: ferric chloride, Cl (hydrogen chloride), ClC1=CC=CC=C1 (chlorobenzene), C(C)(C)(C)Cl (tert-butyl chloride). Conditions: temperature 30 celsius. Product: C(C)(C)(C)C1=CC=C(C=C1)Cl (4-tertbutylchlorobenzene). Yield: 98.7%. As a reaction SMILES: Cl.[C:2](Cl)([CH3:5])([CH3:4])[CH3:3].[Cl:7][C:8]1[CH:13]=[CH:12][CH:11]=[CH:10][CH:9]=1>>[C:2]([C:11]1[CH:12]=[CH:13][C:8]([Cl:7])=[CH:9][CH:10]=1)([CH3:5])([CH3:4])[CH3:3]. Procedure: To 16.9 g of chlorobenzene was added 1.5 g of ferric chloride, and hydrogen chloride gas was blown into the mixture for minutes. Then, 46 g of tert-butyl chloride was added dropwise to the mixture at 30° C. over a period of 1 hour. The mixture was maintained at 30° C. for 2 hours. The reaction mixture was washed with an aqueous solution of sodium carbonate and then with water, and evaporated under reduced pressure to give 25 g of 4-tertbutylchlorobenzene (bp.: 113° C./28 mmHg). The reactants are F[B-](F)(F)F, CC(C)(C)OC(=O)NC1(C(=O)O)CC1, CC(C)CC(N)B1OC2CC3CC(C3(C)C)C2(C)O1, CCN(C(C)C)C(C)C, CN(C)C=O, O, CN(C)C(On1nnc2ccccc21)=[N+](C)C. Yields the product CC(C)CC(NC(=O)C1(NC(=O)OC(C)(C)C)CC1)B1OC2CC3CC(C3(C)C)C2(C)O1. Reaction SMILES: [B-:34]([F:35])([F:36])([F:37])[F:38].[C:1]([CH3:2])([CH3:3])([CH3:4])[O:5][C:6](=[O:7])[NH:8][C:9]1([C:12](=[O:13])[OH:14])[CH2:10][CH2:11]1.[CH3:15][CH:16]([CH2:17][CH:18]([NH2:19])[B:20]1[O:21][C:22]2([CH3:32])[CH:23]([O:24]1)[CH2:25][CH:26]1[C:27]([CH3:30])([CH3:31])[CH:28]2[CH2:29]1)[CH3:33].[CH:56]([N:57]([CH2:58][CH3:59])[CH:60]([CH3:61])[CH3:62])([CH3:63])[CH3:64].[O:65]=[CH:66][N:67]([CH3:68])[CH3:69].[OH2:70].[n:39]1([O:40][C:41]([N:42]([CH3:43])[CH3:44])=[N+:45]([CH3:46])[CH3:47])[c:48]2[cH:49][cH:50][cH:51][cH:52][c:53]2[n:54][n:55]1>>[C:1]([CH3:2])([CH3:3])([CH3:4])[O:5][C:6](=[O:7])[NH:8][C:9]1([C:12](=[O:14])[NH:19][CH:18]([CH2:17][CH:16]([CH3:15])[CH3:33])[B:20]2[O:21][C:22]3([CH3:32])[CH:23]([O:24]2)[CH2:25][CH:26]2[C:27]([CH3:30])([CH3:31])[CH:28]3[CH2:29]2)[CH2:10][CH2:11]1.